From a dataset of the Open Reaction Database (ORD), a public repository of structured organic reaction records. describe an organic reaction: reactants, conditions, products, and yield Reactants: CC(=O)N1CCC(O)(c2ccccc2)CC1, CN(C)C=O, O=[N+]([O-])c1ccc(F)cc1, [H-], [Na+], O. Product: CC(=O)N1CCC(Oc2ccc([N+](=O)[O-])cc2)(c2ccccc2)CC1. As a reaction SMILES: [C:3]([CH3:4])(=[O:5])[N:6]1[CH2:7][CH2:8][C:9]([c:12]2[cH:13][cH:14][cH:15][cH:16][cH:17]2)([OH:18])[CH2:10][CH2:11]1.[CH3:30][N:31]([CH3:32])[CH:33]=[O:34].[F:19][c:20]1[cH:21][cH:22][c:23]([N+:26](=[O:27])[O-:28])[cH:24][cH:25]1.[H-:1].[Na+:2].[OH2:29]>>[C:3]([CH3:4])(=[O:5])[N:6]1[CH2:7][CH2:8][C:9]([c:12]2[cH:13][cH:14][cH:15][cH:16][cH:17]2)([O:18][c:20]2[cH:21][cH:22][c:23]([N+:26](=[O:27])[O-:28])[cH:24][cH:25]2)[CH2:10][CH2:11]1. Reactants: S(=O)(=O)(Cl)Cl (sulfuryl chloride), C=1SC=C2SC3=C(NC(C21)=O)C=CC=C3 (thieno[3,4-b][1,5]-benzothiazepin-10(9H)-one). Run in C(Cl)Cl (methylene chloride). Product: ClC=1SC=C2C1SC1=C(NC2=O)C=CC=C1 (3-chlorothieno[3,4-b][1,5]benzothiazepin-10(9H)-one). Reaction SMILES: [CH:1]1[S:2][CH:3]=[C:4]2[C:10]=1[C:9](=[O:11])[NH:8][C:7]1[CH:12]=[CH:13][CH:14]=[CH:15][C:6]=1[S:5]2.S(Cl)([Cl:19])(=O)=O>C(Cl)Cl>[Cl:19][C:3]1[S:2][CH:1]=[C:10]2[C:9](=[O:11])[NH:8][C:7]3[CH:12]=[CH:13][CH:14]=[CH:15][C:6]=3[S:5][C:4]=12. Procedure: A suspension of 1.16 g. of thieno[3,4-b][1,5]-benzothiazepin-10(9H)-one in 20 ml. of methylene chloride was treated with 0.81 g of sulfuryl chloride as in Example 12 to give 3-chlorothieno[3,4-b][1,5]benzothiazepin-10(9H)-one as a white crystal, m.p. 287°-288° C. Starting materials: Br.BrCC(=O)C1=NC=C(C=C1)Cl (2-bromoacetyl-5-chloropyridine hydrobromide), N1C=NC=C1 (imidazole). The solvent is ClCCl (dichloromethane). Conditions: time 24 hour. Yields the product N1(C=NC=C1)CC(=O)C1=NC=C(C=C1)Cl (2-[2'-(1H-Imidazol-1-yl)acetyl]-5-chloropyridine). Reaction SMILES: Br.Br[CH2:3][C:4]([C:6]1[CH:11]=[CH:10][C:9]([Cl:12])=[CH:8][N:7]=1)=[O:5].[NH:13]1[CH:17]=[CH:16][N:15]=[CH:14]1>ClCCl>[N:13]1([CH2:3][C:4]([C:6]2[CH:11]=[CH:10][C:9]([Cl:12])=[CH:8][N:7]=2)=[O:5])[CH:17]=[CH:16][N:15]=[CH:14]1 |f:0.1|. Procedure details: 15 g of 2-bromoacetyl-5-chloropyridine hydrobromide are dissolved in 50 ml of dry dichloromethane, 9.7 g of imidazole are added and the mixture is stirred for 24 hours at room temperature. Evaporation of the solvent in vacuo and subsequent chromatography of the residue over silicagel (dichloromethane/methanol/heptane=7/1/4) yield the compound as a cream coloured solid; m.p.: 122°-129°. Reactants: CCCCCC, CC(C)=CO[Si](C)(C)C, O=C(F)n1nnc2ccccc21. Yields the product CC(C)=COC(=O)n1nnc2ccccc21. Reaction SMILES: [CH3:22][CH2:23][CH2:24][CH2:25][CH2:26][CH3:27].[CH:13](=[C:14]([CH3:15])[CH3:16])[O:17][Si:18]([CH3:19])([CH3:20])[CH3:21].[n:1]1([C:10](=[O:11])[F:12])[n:2][n:3][c:4]2[c:5]1[cH:6][cH:7][cH:8][cH:9]2>>[n:1]1([C:10](=[O:11])[O:17][CH:13]=[C:14]([CH3:15])[CH3:16])[n:2][n:3][c:4]2[c:5]1[cH:6][cH:7][cH:8][cH:9]2. Starting materials: C(C)(C)(C)OC(=O)N1CC2=CC(=CC=C2CC1)C1=CC(=C2C(=NC=NN21)N)C=2C=CC1=CN(N=C1C2)CC2=CC=CC=C2 (7-[4-amino-5-(2-benzyl-2H-indazol-6-yl)-pyrrolo[2,1-f][1,2,4]triazin-7-yl]-3,4-dihydro-1H-isoquinoline-2-carboxylic acid tert-butyl ester), C(=O)(C(F)(F)F)O (TFA). Solvent: C(Cl)Cl (DCM). Conditions: time 8 hour. The product is C(C1=CC=CC=C1)N1N=C2C=C(C=CC2=C1)C=1C=C(N2N=CN=C(C21)N)C2=CC=C1CCNCC1=C2 (5-(2-Benzyl-2H-indazol-6-yl)-7-(1,2,3,4-tetrahydro-isoquinolin-7-yl)-pyrrolo[2,1-f][1,2,4]triazin-4-ylamine). As a reaction SMILES: C(OC([N:8]1[CH2:17][CH2:16][C:15]2[C:10](=[CH:11][C:12]([C:18]3[N:26]4[C:21]([C:22]([NH2:27])=[N:23][CH:24]=[N:25]4)=[C:20]([C:28]4[CH:29]=[CH:30][C:31]5[C:35]([CH:36]=4)=[N:34][N:33]([CH2:37][C:38]4[CH:43]=[CH:42][CH:41]=[CH:40][CH:39]=4)[CH:32]=5)[CH:19]=3)=[CH:13][CH:14]=2)[CH2:9]1)=O)(C)(C)C.C(O)(C(F)(F)F)=O>C(Cl)Cl>[CH2:37]([N:33]1[CH:32]=[C:31]2[C:35]([CH:36]=[C:28]([C:20]3[CH:19]=[C:18]([C:12]4[CH:11]=[C:10]5[C:15]([CH2:16][CH2:17][NH:8][CH2:9]5)=[CH:14][CH:13]=4)[N:26]4[C:21]=3[C:22]([NH2:27])=[N:23][CH:24]=[N:25]4)[CH:29]=[CH:30]2)=[N:34]1)[C:38]1[CH:39]=[CH:40][CH:41]=[CH:42][CH:43]=1. Reported procedure: To a suspension of 7-[4-amino-5-(2-benzyl-2H-indazol-6-yl)-pyrrolo[2,1-f][1,2,4]triazin-7-yl]-3,4-dihydro-1H-isoquinoline-2-carboxylic acid tert-butyl ester (2.7 g, 4.7 mmol) in DCM (17 mL) was added TFA (8.6 mL), and the reaction mixture was stirred at rt overnight. The reaction mixture was concentrated and ethyl acetate was added. Saturated, aqueous NaHCO3 was added until the pH was basic. Yellow gum formed in the wall of glass, it was dried in vacuum oven overnight and the title product was o... Reactants: ClC1=C(C(=NN1C1=CC=CC=C1)C)CCl (5-chloro-4-chloromethyl-3-methyl-1-phenylpyrazole), [OH-].[Na+] (sodium hydroxide), O (water), ClC1=C(C=CC(=C1)Cl)C(CN1C=NC=C1)O (1-(2,4-dichlorophenyl)-2-(1H-imidazol-1-yl)ethanol). Reagents/catalysts: [Cl-].C(C1=CC=CC=C1)[N+](C)(C)C (benzyltrimethyl-ammonium chloride). Run in O1CCCC1 (tetrahydrofuran). Reaction conditions: temperature 45 celsius, time 3 hour. The product is Cl.ClC1=C(C(=NN1C1=CC=CC=C1)C)COC(CN1C=NC=C1)C1=C(C=C(C=C1)Cl)Cl (5-Chloro-4-[[1-(2,4-dichlorophenyl)-2-(1H-imidazol-1-yl)ethoxy]methyl]-3-methyl-1-phenyl-1H-pyrazole, hydrochloride). Reaction SMILES: [OH-].[Na+].O.[Cl:4][C:5]1[CH:10]=[C:9]([Cl:11])[CH:8]=[CH:7][C:6]=1[CH:12]([OH:19])[CH2:13][N:14]1[CH:18]=[CH:17][N:16]=[CH:15]1.[Cl:20][C:21]1[N:25]([C:26]2[CH:31]=[CH:30][CH:29]=[CH:28][CH:27]=2)[N:24]=[C:23]([CH3:32])[C:22]=1[CH2:33]Cl>[Cl-].C([N+](C)(C)C)C1C=CC=CC=1.O1CCCC1>[ClH:4].[Cl:20][C:21]1[N:25]([C:26]2[CH:31]=[CH:30][CH:29]=[CH:28][CH:27]=2)[N:24]=[C:23]([CH3:32])[C:22]=1[CH2:33][O:19][CH:12]([C:6]1[CH:7]=[CH:8][C:9]([Cl:11])=[CH:10][C:5]=1[Cl:4])[CH2:13][N:14]1[CH:18]=[CH:17][N:16]=[CH:15]1 |f:0.1,5.6,8.9|. Procedure: In a three-necked flask, fitted with stirrer, reflux condenser and gas inlet tube are introduced 24.3 g of sodium hydroxide (0.61 mol) and 23 ml of water. While passing nitrogen through the flask, the solution is cooled to 45° C. and then are added 6.5 g of 1-(2,4-dichlorophenyl)-2-(1H-imidazol-1-yl)ethanol (0.025 mol), 0.25 g of benzyltrimethyl-ammonium chloride and 40 ml of tetrahydrofuran. To the mixture, which is warmed to 50° C., are added 6.1 g of 5-chloro-4-chloromethyl-3-methyl-1-phenylp...